From a dataset of the Open Reaction Database (ORD), a public repository of structured organic reaction records. describe an organic reaction: reactants, conditions, products, and yield Starting materials: CC1(CN2C(O1)=NC(=C2)[N+](=O)[O-])CN2CCN(CC2)C(=O)OCC2=CC=C(C=C2)NC(=O)OC(C)(C)C (4-(tert-butoxycarbonylamino)-benzyl 4-(2-methyl-6-nitro-2,3-dihydroimidazo[2,1-b]oxazol-2-ylmethyl)piperazine-1-carboxylate), FC(C(=O)O)(F)F (trifluoroacetic acid), C(O)([O-])=O.[Na+] (sodium hydrogencarbonate). The solvent is C(Cl)Cl (methylene chloride). Run at time 2 hour. The product is CC1(CN2C(O1)=NC(=C2)[N+](=O)[O-])CN2CCN(CC2)C(=O)OCC2=CC=C(C=C2)N (4-aminobenzyl 4-(2-methyl-6-nitro-2,3-dihydroimidazo[2,1-b]oxazol-2-ylmethyl)piperazine-1-carboxylate). The yield is 36.4%. As a reaction SMILES: [CH3:1][C:2]1([CH2:13][N:14]2[CH2:19][CH2:18][N:17]([C:20]([O:22][CH2:23][C:24]3[CH:29]=[CH:28][C:27]([NH:30]C(OC(C)(C)C)=O)=[CH:26][CH:25]=3)=[O:21])[CH2:16][CH2:15]2)[O:6][C:5]2=[N:7][C:8]([N+:10]([O-:12])=[O:11])=[CH:9][N:4]2[CH2:3]1.FC(F)(F)C(O)=O.C(=O)([O-])O.[Na+]>C(Cl)Cl>[CH3:1][C:2]1([CH2:13][N:14]2[CH2:15][CH2:16][N:17]([C:20]([O:22][CH2:23][C:24]3[CH:25]=[CH:26][C:27]([NH2:30])=[CH:28][CH:29]=3)=[O:21])[CH2:18][CH2:19]2)[O:6][C:5]2=[N:7][C:8]([N+:10]([O-:12])=[O:11])=[CH:9][N:4]2[CH2:3]1 |f:2.3|. Procedure details: A mixture of 4-(tert-butoxycarbonylamino)-benzyl 4-(2-methyl-6-nitro-2,3-dihydroimidazo[2,1-b]oxazol-2-ylmethyl)piperazine-1-carboxylate (340 mg, 0.66 mmol), trifluoroacetic acid (2 ml) and methylene chloride (10 ml) was stirred at room temperature for 2 hours, and then neutralized with a saturated sodium hydrogencarbonate solution. The organic phase was washed with water and a saturated saline solution in this order, dried over magnesium sulfate and then filtered. The filtrate was concentrated ... The yield is 86.0%. Procedure: A mixture of 7-[2-methylthiomethoxyimino-2-(2-formamidothiazol-4-yl)acetamido]-3-(1-allyl-1H-tetrazol-5-yl)thiomethyl-3-cephem-4-carboxylic acid (syn isomer) (0.95 g), conc.hydrochloric acid (0.324 g), methanol (9.5 ml) and tetrahydrofuran (2 ml) was stirred for 2 hours at ambient temperature. The solvent was distilled off under reduced pressure and the residue was dissolved in a saturated aqueous solution of sodium bicarbonate. The aqueous solution was washed with ethyl acetate (25 ml) and adju... The product is CSCON=C(C(=O)NC1[C@@H]2N(C(=C(CS2)CSC2=NN=NN2CC=C)C(=O)O)C1=O)C=1N=C(SC1)N (7-[2-methylthiomethoxyimino-2-(2-aminothiazol-4-yl)acetamido]-3-(1-allyl-1H-tetrazol-5-yl)thiomethyl-3-cephem-4-carboxylic acid). The reactants are Cl (hydrochloric acid), CO (methanol), CSCON=C(C(=O)NC1[C@@H]2N(C(=C(CS2)CSC2=NN=NN2CC=C)C(=O)O)C1=O)C=1N=C(SC1)NC=O (7-[2-methylthiomethoxyimino-2-(2-formamidothiazol-4-yl)acetamido]-3-(1-allyl-1H-tetrazol-5-yl)thiomethyl-3-cephem-4-carboxylic acid). Solvent: O1CCCC1 (tetrahydrofuran). RXN SMILES: [CH3:1][S:2][CH2:3][O:4][N:5]=[C:6]([C:32]1[N:33]=[C:34]([NH:37]C=O)[S:35][CH:36]=1)[C:7]([NH:9][CH:10]1[C:30](=[O:31])[N:12]2[C:13]([C:27]([OH:29])=[O:28])=[C:14]([CH2:17][S:18][C:19]3[N:23]([CH2:24][CH:25]=[CH2:26])[N:22]=[N:21][N:20]=3)[CH2:15][S:16][C@H:11]12)=[O:8].Cl.CO>O1CCCC1>[CH3:1][S:2][CH2:3][O:4][N:5]=[C:6]([C:32]1[N:33]=[C:34]([NH2:37])[S:35][CH:36]=1)[C:7]([NH:9][CH:10]1[C:30](=[O:31])[N:12]2[C:13]([C:27]([OH:29])=[O:28])=[C:14]([CH2:17][S:18][C:19]3[N:23]([CH2:24][CH:25]=[CH2:26])[N:22]=[N:21][N:20]=3)[CH2:15][S:16][C@H:11]12)=[O:8]. Starting materials: C(C)(=O)O.C(C)N=C1NCCC(C1)C (2-(ethylimino)-4-methylpiperidine acetate), Cl.CC1=CC(=NC=C1)NCCC (4-methyl-2-(propylamino)pyridine hydrochloride). The product is Cl.CC1CC(NCC1)=NCCC (4-Methyl-2-(propylimino)piperidine hydrochloride). RXN SMILES: C(O)(=O)C.C(N=C1CC(C)CCN1)C.[ClH:15].[CH3:16][C:17]1[CH:22]=[CH:21][N:20]=[C:19]([NH:23][CH2:24][CH2:25][CH3:26])[CH:18]=1>>[ClH:15].[CH3:16][CH:17]1[CH2:22][CH2:21][NH:20][C:19](=[N:23][CH2:24][CH2:25][CH3:26])[CH2:18]1 |f:0.1,2.3,4.5|. Reported procedure: The method of preparation of 2-(ethylimino)-4-methylpiperidine acetate was used to convert 4-methyl-2-(propylamino)pyridine hydrochloride to the title compound. The product was obtained as a clear colorless oil which crystallized under EtOAc. The analysis of the product was found to be consistent with the proposed structure. MH+=155; 1H NMR (D2O): 3.45-3.20 (m, 2H); 3.05 (t, J=6 Hz, 2H); 2.60-2.45 (m, 1H); 2.20-2.00 (m, 1.95-1.70 (m, 2H); 1.60-1.40 (m, 2H); 1.40-1.25 (m, 1H); 0.90 (d, J=6 Hz, 3H...